This data is from the Open Reaction Database (ORD), a public repository of structured organic reaction records. The task is: describe an organic reaction: reactants, conditions, products, and yield Reactants: C1CCOC1, NNc1cccc(Cl)c1OCC(F)(F)F, Cl, C1=COCC1, O. The product is OCCCC=NNc1cccc(Cl)c1OCC(F)(F)F. As a reaction SMILES: [CH2:23]1[O:24][CH2:25][CH2:26][CH2:27]1.[Cl:2][c:3]1[c:4]([O:11][CH2:12][C:13]([F:14])([F:15])[F:16])[c:5]([NH:9][NH2:10])[cH:6][cH:7][cH:8]1.[ClH:1].[O:17]1[CH2:18][CH2:19][CH:20]=[CH:21]1.[OH2:22]>>[Cl:2][c:3]1[c:4]([O:11][CH2:12][C:13]([F:14])([F:15])[F:16])[c:5]([NH:9][N:10]=[CH:21][CH2:20][CH2:19][CH2:18][OH:17])[cH:6][cH:7][cH:8]1. The reactants are COC(=O)c1nn2c(c1OCc1ccccc1)C(=O)N(C)CC2C(=O)O, C1CCNCC1. Yields the product COC(=O)c1nn2c(c1OCc1ccccc1)C(=O)N(C)CC2C(=O)N1CCCCC1. Reaction SMILES: [CH2:1]([c:2]1[cH:3][cH:4][cH:5][cH:6][cH:7]1)[O:8][c:9]1[c:10]([C:23](=[O:24])[O:25][CH3:26])[n:11][n:12]2[c:13]1[C:14](=[O:22])[N:15]([CH3:21])[CH2:16][CH:17]2[C:18](=[O:19])[OH:20].[CH2:27]1[CH2:28][CH2:29][NH:30][CH2:31][CH2:32]1>>[CH2:1]([c:2]1[cH:3][cH:4][cH:5][cH:6][cH:7]1)[O:8][c:9]1[c:10]([C:23](=[O:24])[O:25][CH3:26])[n:11][n:12]2[c:13]1[C:14](=[O:22])[N:15]([CH3:21])[CH2:16][CH:17]2[C:18](=[O:19])[N:30]1[CH2:29][CH2:28][CH2:27][CH2:32][CH2:31]1.